From a dataset of the Open Reaction Database (ORD), a public repository of structured organic reaction records. describe an organic reaction: reactants, conditions, products, and yield Reactants: CC(=O)Cl, CC(C)OC(=O)Nc1cnc2[nH]c(-c3cccc(N)c3)nc2c1, c1ccncc1. The product is CC(=O)Nc1cccc(-c2nc3cc(NC(=O)OC(C)C)cnc3[nH]2)c1. As a reaction SMILES: [CH3:24][C:25]([Cl:26])=[O:27].[CH:1]([CH3:2])([CH3:3])[O:4][C:5]([NH:6][c:7]1[cH:8][c:9]2[c:10]([n:11][cH:12]1)[nH:13][c:14](-[c:16]1[cH:17][c:18]([NH2:22])[cH:19][cH:20][cH:21]1)[n:15]2)=[O:23].[cH:28]1[cH:29][cH:30][n:31][cH:32][cH:33]1>>[CH:1]([CH3:2])([CH3:3])[O:4][C:5]([NH:6][c:7]1[cH:8][c:9]2[c:10]([n:11][cH:12]1)[nH:13][c:14](-[c:16]1[cH:17][c:18]([NH:22][C:25]([CH3:24])=[O:27])[cH:19][cH:20][cH:21]1)[n:15]2)=[O:23]. Reactants: CS(C)=O, O, CC(=O)C=P(c1ccccc1)(c1ccccc1)c1ccccc1, O=Cc1cc2ccccc2o1. The product is CC(=O)C=Cc1cc2ccccc2o1. RXN SMILES: [CH3:36][S:37](=[O:38])[CH3:39].[OH2:35].[c:12]1([P:13]([c:14]2[cH:15][cH:16][cH:17][cH:18][cH:23]2)(=[CH:19][C:20]([CH3:21])=[O:22])[c:24]2[cH:25][cH:26][cH:27][cH:28][cH:29]2)[cH:30][cH:31][cH:32][cH:33][cH:34]1.[o:1]1[c:2]2[c:3]([cH:4][c:5]1[CH:6]=[O:7])[cH:8][cH:9][cH:10][cH:11]2>>[o:1]1[c:2]2[c:3]([cH:4][c:5]1[CH:6]=[CH:19][C:20]([CH3:21])=[O:22])[cH:8][cH:9][cH:10][cH:11]2. Starting materials: Br, CCC1(c2cccc(OC)c2)CN(C)CCO1. The product is CCC1(c2cccc(O)c2)CN(C)CCO1. As a reaction SMILES: [BrH:18].[CH2:1]([CH3:2])[C:3]1([c:10]2[cH:11][c:12]([O:16][CH3:17])[cH:13][cH:14][cH:15]2)[O:4][CH2:5][CH2:6][N:7]([CH3:9])[CH2:8]1>>[CH2:1]([CH3:2])[C:3]1([c:10]2[cH:11][c:12]([OH:16])[cH:13][cH:14][cH:15]2)[O:4][CH2:5][CH2:6][N:7]([CH3:9])[CH2:8]1. Starting materials: C(#N)C1=CC=C(C=C1)CCN1CCC(CC1)(O)CSC1=CC=C(C(=O)OC)C=C1 (methyl 4-{1-[2-(4-cyanophenyl)ethyl]-4-hydroxypiperidin-4-ylmethylthio}benzoate), [OH-].[Na+] (sodium hydroxide), mixture, CO (methanol). Solvent: O (water). Product: C(#N)C1=CC=C(C=C1)CCN1CCC(CC1)(O)CSC1=CC=C(C(=O)[O-])C=C1.[Na+] (sodium 4-{1-[2-(4-cyanophenyl)ethyl]-4-hydroxypiperidin-4-ylmethylthio}benzoate). RXN SMILES: [C:1]([C:3]1[CH:8]=[CH:7][C:6]([CH2:9][CH2:10][N:11]2[CH2:16][CH2:15][C:14]([CH2:18][S:19][C:20]3[CH:29]=[CH:28][C:23]([C:24]([O:26]C)=[O:25])=[CH:22][CH:21]=3)([OH:17])[CH2:13][CH2:12]2)=[CH:5][CH:4]=1)#[N:2].CO.[OH-].[Na+:33]>O>[C:1]([C:3]1[CH:4]=[CH:5][C:6]([CH2:9][CH2:10][N:11]2[CH2:12][CH2:13][C:14]([CH2:18][S:19][C:20]3[CH:21]=[CH:22][C:23]([C:24]([O-:26])=[O:25])=[CH:28][CH:29]=3)([OH:17])[CH2:15][CH2:16]2)=[CH:7][CH:8]=1)#[N:2].[Na+:33] |f:2.3,5.6|. Procedure details: The compound (248 mg) obtained in Example 42 was suspended in a 50% mixture of methanol and water (10 mL) and was further mixed with 2 N sodium hydroxide solution (0.3 mL), followed by heating under reflux for ten hours. The solvent was removed under reduced pressure, and the residue was crystallized from ethyl acetate. The crystals were collected by filtration, and dried to yield the titled compound (200 mg) as crystals. Reported procedure: Combine 1-(3,4,5-trimethoxybenzoyl)-3-(3,4-dichlorophenyl)-3-(2-methanesulfonyloxyethyl)piperidine (0.71 g, 1.32 mmol) and 4-(1-(2-ethoxyethyl)-1H-benzimidazol-2-yl)[1,4]diazepane (0.38 g, 1.32 mmol), and N,N-diisopropylethylamine (0.37 g, 2.9 mmol) in acetonitrile (15 mL). Heat to reflux. After 36 hours, partition the residue between ethyl acetate and saturated aqueous sodium bicarbonate solution. Dry the organic layer over Na2SO4, filter, and concentrate in vacuo to obtain a residue. Chromatog... Reactants: COC=1C=C(C(=O)N2CC(CCC2)(CCOS(=O)(=O)C)C2=CC(=C(C=C2)Cl)Cl)C=C(C1OC)OC (1-(3,4,5-trimethoxybenzoyl)-3-(3,4-dichlorophenyl)-3-(2-methanesulfonyloxyethyl)piperidine), C(C)OCCN1C(=NC2=C1C=CC=C2)N2CCNCCC2 (4-(1-(2-ethoxyethyl)-1H-benzimidazol-2-yl)[1,4]diazepane), C(C)(C)N(C(C)C)CC (N,N-diisopropylethylamine), CO (methanol). Solvent: C(C)#N (acetonitrile). Reaction SMILES: [CH3:1][O:2][C:3]1[CH:4]=[C:5]([CH:29]=[C:30]([O:34][CH3:35])[C:31]=1[O:32][CH3:33])[C:6]([N:8]1[CH2:13][CH2:12][CH2:11][C:10]([C:21]2[CH:26]=[CH:25][C:24]([Cl:27])=[C:23]([Cl:28])[CH:22]=2)([CH2:14][CH2:15]OS(C)(=O)=O)[CH2:9]1)=[O:7].[CH2:36]([O:38][CH2:39][CH2:40][N:41]1[C:45]2[CH:46]=[CH:47][CH:48]=[CH:49][C:44]=2[N:43]=[C:42]1[N:50]1[CH2:56][CH2:55][CH2:54][NH:53][CH2:52][CH2:51]1)[CH3:37].C(N(CC)C(C)C)(C)C.CO>C(#N)C>[CH3:1][O:2][C:3]1[CH:4]=[C:5]([CH:29]=[C:30]([O:34][CH3:35])[C:31]=1[O:32][CH3:33])[C:6]([N:8]1[CH2:13][CH2:12][CH2:11][C:10]([CH2:14][CH2:15][N:53]2[CH2:54][CH2:55][CH2:56][N:50]([C:42]3[N:41]([CH2:40][CH2:39][O:38][CH2:36][CH3:37])[C:45]4[CH:46]=[CH:47][CH:48]=[CH:49][C:44]=4[N:43]=3)[CH2:51][CH2:52]2)([C:21]2[CH:26]=[CH:25][C:24]([Cl:27])=[C:23]([Cl:28])[CH:22]=2)[CH2:9]1)=[O:7]. Reaction conditions: time 36 hour. The product is COC=1C=C(C(=O)N2CC(CCC2)(C2=CC(=C(C=C2)Cl)Cl)CCN2CCN(CCC2)C2=NC3=C(N2CCOCC)C=CC=C3)C=C(C1OC)OC (1-(3,4,5-Trimethoxybenzoyl)-3-(2-(4-(1-(2-ethoxyethyl)-1H-benzimidazol-2-yl)[1,4]diazepan-1-yl)ethyl)-3-(3,4-dichlorophenyl)piperidine). The reactants are C(=O)NNC1=CC=C(C=C1)NC(=S)N(CC1=CC=CC=C1)CC1=CC=CC=C1 (1-[4-(2-formylhydrazino)phenyl]-3,3-dibenzylthiourea), C(C)(=O)NNC1=CC=C(C=C1)N (1-acetyl-2-(4-aminophenyl)hydrazine), C(=S)(N1C=NC=C1)N1C=NC=C1 (1,1'-thiocarbonyldiimidazole). Product: C(C)(=O)NNC1=CC=C(C=C1)N=C=S (4-(2-Acetylhydrazino)phenyl isothiocyanate). RXN SMILES: [CH:1]([NH:3][NH:4][C:5]1[CH:10]=[CH:9][C:8]([NH:11][C:12](N(CC2C=CC=CC=2)CC2C=CC=CC=2)=[S:13])=[CH:7][CH:6]=1)=[O:2].[C:29](NNC1C=CC(N)=CC=1)(=O)C.C(N1C=CN=C1)(N1C=CN=C1)=S>>[C:1]([NH:3][NH:4][C:5]1[CH:10]=[CH:9][C:8]([N:11]=[C:12]=[S:13])=[CH:7][CH:6]=1)(=[O:2])[CH3:29]. Procedure details: 4-(2-Acetylhydrazino)phenyl isothiocyanate was prepared as described for NA-11 in Example 4 with 1-acetyl-2-(4-aminophenyl)hydrazine (1.23 g, 0.0075 mole) and 1,1'-thiocarbonyldiimidazole (1.35 g, 0.0075 mole). Yield 1.20 g (77 percent), m.p. 172°-174° C. Reactants: CCOC(C)=O, C1CCCCC1, OCCOCC=C(c1ccc(Cl)cc1)c1ccc(Cl)cc1, [H][H], C1COCCO1. Yields the product OCCOCCC(c1ccc(Cl)cc1)c1ccc(Cl)cc1. As a reaction SMILES: [C:30]([O:31][CH2:32][CH3:33])(=[O:34])[CH3:35].[CH2:36]1[CH2:37][CH2:38][CH2:39][CH2:40][CH2:41]1.[Cl:1][c:2]1[cH:3][cH:4][c:5]([C:8](=[CH:9][CH2:10][O:11][CH2:12][CH2:13][OH:14])[c:15]2[cH:16][cH:17][c:18]([Cl:21])[cH:19][cH:20]2)[cH:6][cH:7]1.[H:22][H:23].[O:24]1[CH2:25][CH2:26][O:27][CH2:28][CH2:29]1>>[Cl:1][c:2]1[cH:3][cH:4][c:5]([CH:8]([CH2:9][CH2:10][O:11][CH2:12][CH2:13][OH:14])[c:15]2[cH:16][cH:17][c:18]([Cl:21])[cH:19][cH:20]2)[cH:6][cH:7]1. The reactants are C(C)C1=CC=C2CCCC(C2=C1)=O (7-ethyl-1-tetralone), C(C)OC(N(C)C)OCC (N,N-dimethylformamide diethylacetal). The product is CN(C)C=C1C(C2=CC(=CC=C2CC1)CC)=O (3,4-Dihydro-2-dimethylaminomethylene-7-ethyl-1(2H) naphthalenone), compound. Reaction SMILES: [CH2:1]([C:3]1[CH:12]=[C:11]2[C:6]([CH2:7][CH2:8][CH2:9][C:10]2=[O:13])=[CH:5][CH:4]=1)[CH3:2].C(O[CH:17](OCC)[N:18]([CH3:20])[CH3:19])C>>[CH3:17][N:18]([CH:20]=[C:9]1[CH2:8][CH2:7][C:6]2[C:11](=[CH:12][C:3]([CH2:1][CH3:2])=[CH:4][CH:5]=2)[C:10]1=[O:13])[CH3:19]. Procedure: 3,4-Dihydro-2-dimethylaminomethylene-7-ethyl-1(2H) naphthalenone was prepared from 7-ethyl-1-tetralone (5 g, 30.0 mmol) and N,N-dimethylformamide diethylacetal (15 ml) to give the compound as a yellow solid (4.6 g) m.p. 132-139°. δH (CDCl3) 7.87 (1H, d, J 1.7 Hz), 7.71 (1H, s), 7.21 (1H, dd, J 2.0, 7.7 Hz), 7.08 (1H, d, J 7.7 Hz), 3.11 (6H, s), 2.85 (4H, m), 2.66 (2H, q, J 7.6 Hz) and 1.24 (3H, m). Reactants: CC1(OC(NC2=C1C=C(C=C2)C2=CC=C(N2)C#N)=O)C (5-(4,4-Dimethyl-oxo-1,4-dihydro-2H-3,1-benzoxazine-6-yl)-1H-pyrrole-carbonitrile), ICCCCC (1-iodopentane). Yields the product CC1(OC(NC2=C1C=C(C=C2)C2=CC=C(N2CCCCC)C#N)=O)C (5-(4,4-Dimethyl-2-oxo-1,4-dihydro-2H-3,1-benzoxazine-6-yl)-1-pentyl-1H-pyrrole-2-carbonitrile). Reaction SMILES: [CH3:1][C:2]1([CH3:20])[C:7]2[CH:8]=[C:9]([C:12]3[NH:16][C:15]([C:17]#[N:18])=[CH:14][CH:13]=3)[CH:10]=[CH:11][C:6]=2[NH:5][C:4](=[O:19])[O:3]1.I[CH2:22][CH2:23][CH2:24][CH2:25][CH3:26]>>[CH3:1][C:2]1([CH3:20])[C:7]2[CH:8]=[C:9]([C:12]3[N:16]([CH2:22][CH2:23][CH2:24][CH2:25][CH3:26])[C:15]([C:17]#[N:18])=[CH:14][CH:13]=3)[CH:10]=[CH:11][C:6]=2[NH:5][C:4](=[O:19])[O:3]1. Procedure details: 5-(4,4-Dimethyl-oxo-1,4-dihydro-2H-3,1-benzoxazine-6-yl)-1H-pyrrole-carbonitrile (1.94 g, 7.3 mmol) was reacted, according to General Method A, with 1-iodopentane (1.5 g, 7.6 mmol) to afford the title compound, m.p. 128-131° C. (0.2 g, 8%); 1H-NMR (DMSO-d6) δ 0.73 (t, J=7.3 Hz, 3H), 1.05 (m, 2H), 1.14 (m, 2H), 1.57 (m, 2H), 1.63 (s, 6H ), 4.04 (t, J=7.5 Hz, 2H), 6.28 (d, J=4 Hz, 1H), 6.98 (d, J=7.9 Hz, 1H), 7.04 (d, J=4.5 Hz, 1H), 7.33 (dd, J=8.9, 2.0 Hz, 1H), 7.37 (d, J=2.2 Hz, 1H), 10.41 (s, 1... Starting materials: C=C (ethylene), ClCl (chlorine), FeCl3, FeCl3, ClCCCl (1,2-dichloroethane). The product is ClC(C)Cl (dichloroethane), ClC(CCl)Cl (1,1,2-trichloroethane). As a reaction SMILES: C=C.[Cl:3]Cl.[Cl:5][CH2:6][CH2:7][Cl:8]>>[Cl:3][CH:7]([Cl:8])[CH3:6].[Cl:5][CH:6]([Cl:3])[CH2:7][Cl:8]. Procedure: The procedure was as in Example 1 but 2072 g 1,2-dichloroethane containing 1.6 g dissolved FeCl3 was introduced into the reactor. The solution contained 0.076 weight % FeCl3, determined colorimetrically. The quantities of ethylene and chlorine introduced in the presence of air underwent reaction inside the reactor to give crude dichloroethane containing 0.18 weight % 1,1,2-trichloroethane.